Dataset: the Open Reaction Database (ORD), a public repository of structured organic reaction records. Task: describe an organic reaction: reactants, conditions, products, and yield Reactants: C(OC(Cl)(Cl)Cl)(OC(Cl)(Cl)Cl)=O (bis(trichloromethyl) carbonate), O1C(CCCC1)OCCN (2-(tetrahydro-pyran-2-yloxy)-ethylamine), [C@H]1(CCC2=CC=CC=C12)NC1=NC2=CC=C(C=C2C=C1)N ((R)—N2-indan-1-yl-quinoline-2,6-diamine). The product is [C@H]1(CCC2=CC=CC=C12)NC1=NC2=CC=C(C=C2C=C1)NC(=O)NCCOC1OCCCC1 (1-[2-((R)-Indan-1-ylamino)-quinolin-6-yl]-3-[2-(tetrahydro-pyran-2-yloxy)-ethyl]-urea). Reaction SMILES: [C:1](=[O:12])(OC(Cl)(Cl)Cl)OC(Cl)(Cl)Cl.[O:13]1[CH2:18][CH2:17][CH2:16][CH2:15][CH:14]1[O:19][CH2:20][CH2:21][NH2:22].[C@H:23]1([NH:32][C:33]2[CH:42]=[CH:41][C:40]3[C:35](=[CH:36][CH:37]=[C:38]([NH2:43])[CH:39]=3)[N:34]=2)[C:31]2[C:26](=[CH:27][CH:28]=[CH:29][CH:30]=2)[CH2:25][CH2:24]1>>[C@H:23]1([NH:32][C:33]2[CH:42]=[CH:41][C:40]3[C:35](=[CH:36][CH:37]=[C:38]([NH:43][C:1]([NH:22][CH2:21][CH2:20][O:19][CH:14]4[CH2:15][CH2:16][CH2:17][CH2:18][O:13]4)=[O:12])[CH:39]=3)[N:34]=2)[C:31]2[C:26](=[CH:27][CH:28]=[CH:29][CH:30]=2)[CH2:25][CH2:24]1. Procedure: The title compound was prepared in accordance with the general method 4 described in example 16 from bis(trichloromethyl) carbonate, 2-(tetrahydro-pyran-2-yloxy)-ethylamine and (R)—N2-indan-1-yl-quinoline-2,6-diamine; MS: m/e=446.6 (M+H+). Starting materials: C(C1=CC=CC=C1)OC1=C(C=C(C=C1F)C=1OC2=C(N1)C=CC(=C2)OC[C@H](C)NC(C)=O)F (N-((2S)-1-((2-(4-(benzyloxy)-3,5-difluorophenyl)-1,3-benzoxazol-6-yl)oxy)propan-2-yl)acetamide), BrCC#N (bromoacetonitrile). Yields the product C(#N)COC1=C(C=C(C=C1F)C=1OC2=C(N1)C=CC(=C2)OC[C@H](C)NC(C)=O)F (N-((2S)-1-((2-(4-(cyanomethoxy)-3,5-difluorophenyl)-1,3-benzoxazol-6-yl)oxy)propan-2-yl)acetamide). As a reaction SMILES: [CH2:1]([O:8][C:9]1[C:14]([F:15])=[CH:13][C:12]([C:16]2[O:17][C:18]3[CH:24]=[C:23]([O:25][CH2:26][C@@H:27]([NH:29][C:30](=[O:32])[CH3:31])[CH3:28])[CH:22]=[CH:21][C:19]=3[N:20]=2)=[CH:11][C:10]=1[F:33])[C:2]1C=CC=CC=1.BrCC#[N:37]>>[C:2]([CH2:1][O:8][C:9]1[C:10]([F:33])=[CH:11][C:12]([C:16]2[O:17][C:18]3[CH:24]=[C:23]([O:25][CH2:26][C@@H:27]([NH:29][C:30](=[O:32])[CH3:31])[CH3:28])[CH:22]=[CH:21][C:19]=3[N:20]=2)=[CH:13][C:14]=1[F:15])#[N:37]. Procedure details: Using N-((2S)-1-((2-(4-(benzyloxy)-3,5-difluorophenyl)-1,3-benzoxazol-6-yl)oxy)propan-2-yl)acetamide and bromoacetonitrile, and in the same manner as in Example 5, the title compound was obtained. The reactants are BrC1=C2CNC(C2=CC=C1)=O (4-bromo-2,3-dihydroisoindol-1-on), product, ClC=1C=C(C=CC1F)N1N=C(C=C1C1=CC(=CC(=C1)F)Cl)C1=NC=CC2=C1CNC2=O (4-[1-(3-chloro-4-fluorophenyl)-5-(3-chloro-5-fluorophenyl)-1H-pyrazole-3-yl]-2,3-dihydro-1H-pyrrolo[3,4-c]pyridine-1-one), ClC1=NC=CC2=C1CNC2=O (4-chloro-2,3-dihydro-1H-pyrrolo[3,4-c]pyridine-1-one). Product: ClC=1C=C(C=CC1F)N1N=C(C=C1C1=CC(=CC(=C1)F)Cl)C1=C2CNC(C2=CC=C1)=O (4-[1-(3-chloro-4-fluorophenyl)-5-(3-chloro-5-fluorophenyl)-1H-pyrazole-3-yl]-2,3-dihydro-1H-isoindole-1-one). Reaction SMILES: [Cl:1][C:2]1[CH:3]=[C:4]([N:9]2[C:13]([C:14]3[CH:19]=[C:18]([F:20])[CH:17]=[C:16]([Cl:21])[CH:15]=3)=[CH:12][C:11](C3C4CNC(=O)C=4C=CN=3)=[N:10]2)[CH:5]=[CH:6][C:7]=1[F:8].ClC1C2CNC(=O)C=2C=CN=1.Br[C:44]1[CH:52]=[CH:51][CH:50]=[C:49]2[C:45]=1[CH2:46][NH:47][C:48]2=[O:53]>>[Cl:1][C:2]1[CH:3]=[C:4]([N:9]2[C:13]([C:14]3[CH:19]=[C:18]([F:20])[CH:17]=[C:16]([Cl:21])[CH:15]=3)=[CH:12][C:11]([C:44]3[CH:52]=[CH:51][CH:50]=[C:49]4[C:45]=3[CH2:46][NH:47][C:48]4=[O:53])=[N:10]2)[CH:5]=[CH:6][C:7]=1[F:8]. Reported procedure: The synthesis of the title compound is performed starting from 100 mg (0.25 mmol) of the product from step 3 of example 1 in a manner analogous to the synthesis of the compound from example 1. In step 4, instead of the compound from example 22A, 4-bromo-2,3-dihydroisoindol-1-on (63 mg, 0.30 mmol) is used. The result is 74 mg (65% of theoretical yield) of the title compound.